describe an organic reaction: reactants, conditions, products, and yield From a dataset of the Open Reaction Database (ORD), a public repository of structured organic reaction records. Starting materials: NC=1SC(=C(N1)C)C(C)=O (2-amino-4-methyl-5-acetylthiazole), Br.[NH+]1=CC=CC=C1 (pyridinium hydrobromide). The solvent is Br (hydrogen bromide), C(C)(=O)O (acetic acid). Run at time 5 hour. Product: Br.NC=1SC(=C(N1)C)C(CBr)=O (2-amino-4-methyl-5-(2-bromoacetyl)thiazole hydrobromide). Reaction SMILES: [NH2:1][C:2]1[S:3][C:4]([C:8](=[O:10])[CH3:9])=[C:5]([CH3:7])[N:6]=1.[BrH:11].[NH+]1C=CC=CC=1>Br.C(O)(=O)C>[BrH:11].[NH2:1][C:2]1[S:3][C:4]([C:8](=[O:10])[CH2:9][Br:11])=[C:5]([CH3:7])[N:6]=1 |f:1.2,5.6|. Reported procedure: To a suspension of 2-amino-4-methyl-5-acetylthiazole (15.6 g) in 30% of hydrogen bromide in acetic acid (120 ml) was added pyridinium hydrobromide perbromide (36 g) at ambient temperature and the mixture was stirred at the same temperature for 5 hours. The precipitate was collected by filtration, washed with diisopropyl ether, and dried over calcium chloride to give 2-amino-4-methyl-5-(2-bromoacetyl)thiazole hydrobromide (26.8 g).